This data is from the Open Reaction Database (ORD), a public repository of structured organic reaction records. The task is: describe an organic reaction: reactants, conditions, products, and yield The reactants are O (water), BrC1=C(C=C(C(=C1)F)F)CO ((2-bromo-4,5-difluorophenyl)methanol), CC1(OB(OC1(C)C)C=1C=CC(=NC1)C(=O)NCCC(=O)OCC)C (ethyl 3-(5-(4,4,5,5-tetramethyl-1,3,2-dioxaborolan-2-yl)picolinamido)propanoate), C(=O)([O-])[O-].[K+].[K+] (K2CO3). Reagents/catalysts: C1=CC=C(C=C1)P([C-]2C=CC=C2)C3=CC=CC=C3.C1=CC=C(C=C1)P([C-]2C=CC=C2)C3=CC=CC=C3.Cl[Pd]Cl.[Fe+2] (Pd(dppf)Cl2). The solvent is O1CCOCC1 (1,4-dioxane), CCOC(=O)C (EtOAc). Yields the product FC1=CC(=C(C=C1F)C=1C=CC(=NC1)C(=O)NCCC(=O)OCC)CO (ethyl 3-(5-(4,5-difluoro-2-(hydroxymethyl)phenyl)picolinamido)propanoate). RXN SMILES: Br[C:2]1[CH:7]=[C:6]([F:8])[C:5]([F:9])=[CH:4][C:3]=1[CH2:10][OH:11].CC1(C)C(C)(C)OB([C:20]2[CH:21]=[CH:22][C:23]([C:26]([NH:28][CH2:29][CH2:30][C:31]([O:33][CH2:34][CH3:35])=[O:32])=[O:27])=[N:24][CH:25]=2)O1.C([O-])([O-])=O.[K+].[K+].O>O1CCOCC1.CCOC(C)=O.C1C=CC(P(C2C=CC=CC=2)[C-]2C=CC=C2)=CC=1.C1C=CC(P(C2C=CC=CC=2)[C-]2C=CC=C2)=CC=1.Cl[Pd]Cl.[Fe+2]>[F:9][C:5]1[C:6]([F:8])=[CH:7][C:2]([C:20]2[CH:21]=[CH:22][C:23]([C:26]([NH:28][CH2:29][CH2:30][C:31]([O:33][CH2:34][CH3:35])=[O:32])=[O:27])=[N:24][CH:25]=2)=[C:3]([CH2:10][OH:11])[CH:4]=1 |f:2.3.4,8.9.10.11|. Reported procedure: (2-bromo-4,5-difluorophenyl)methanol (2.8 g, 12.5 mmol), ethyl 3-(5-(4,4,5,5-tetramethyl-1,3,2-dioxaborolan-2-yl)picolinamido)propanoate (4.8 g, 13.7 mmol), Pd(dppf)Cl2 (1.4 g, 1.9 mmol), and K2CO3 (3.4 g, 24.9 mmol) were dissolved in 1,4-dioxane (28 mL) and water (15 mL) and the resulting mixture was heated to 85° C. After 2 h the resulting mixture was diluted with EtOAc and the layers were separated. The organic layer was dried (Na2SO4), concentrated, and purified via column chromatography to ... The reactants are C(C)OC(=O)C1=C(SC=2COCCC21)NC(=O)C21CC3CC(CC(C2)C3)C1 (2-[(Adamantane-1-carbonyl)-amino]-4,7-dihydro-5H-thieno[2,3-c]pyran-3-carboxylic acid ethyl ester), [OH-].[K+] (potassium hydroxide), Cl (HCl). The solvent is C(C)O (ethanol), O (water). Yields the product C12(CC3CC(CC(C1)C3)C2)C(=O)NC2=C(C3=C(COCC3)S2)C(=O)O (2-[(Adamantane-1-carbonyl)-amino]-4,7-dihydro-5H-thieno[2,3-c]pyran-3-carboxylic acid). Reaction SMILES: C([O:3][C:4]([C:6]1[C:14]2[CH2:13][CH2:12][O:11][CH2:10][C:9]=2[S:8][C:7]=1[NH:15][C:16]([C:18]12[CH2:27][CH:22]3[CH2:23][CH:24]([CH2:26][CH:20]([CH2:21]3)[CH2:19]1)[CH2:25]2)=[O:17])=[O:5])C.[OH-].[K+].Cl>C(O)C.O>[C:18]12([C:16]([NH:15][C:7]3[S:8][C:9]4[CH2:10][O:11][CH2:12][CH2:13][C:14]=4[C:6]=3[C:4]([OH:5])=[O:3])=[O:17])[CH2:27][CH:22]3[CH2:21][CH:20]([CH2:26][CH:24]([CH2:23]3)[CH2:25]1)[CH2:19]2 |f:1.2|. Reported procedure: A mixture of Example 166A (779 mg, 2.00 mmol) and solid potassium hydroxide (841 mg. 15.0 mmol) in ethanol (10 mL) and water (2 mL) was heated to reflux for 1 hour. After cooling to room temperature, 1N HCl was added to adjust the pH to 1. The mixture was extracted with ethyl acetate (4×20 mL). The combined organic extracts were dried over magnesium sulfate, filtered, and concentrated by rotary evaporator to afford a crude powder. The product was recrystallized from ethyl acetate/hexanes to affo...